This data is from the Open Reaction Database (ORD), a public repository of structured organic reaction records. The task is: describe an organic reaction: reactants, conditions, products, and yield Reactants: O=C([O-])[O-], CCOC(C)=O, CC(O)(CNC(=O)c1cnc(Br)c(-c2ccc(Cl)cc2)n1)C1CC1, [Cs+], [Cs+], OCC(F)(F)F. The product is CC(O)(CNC(=O)c1cnc(OCC(F)(F)F)c(-c2ccc(Cl)cc2)n1)C1CC1. RXN SMILES: [C:25](=[O:26])([O-:27])[O-:28].[CH3:31][CH2:32][O:33][C:34](=[O:35])[CH3:36].[CH:1]1([C:4]([CH2:5][NH:6][C:7](=[O:8])[c:9]2[n:10][c:11](-[c:16]3[cH:17][cH:18][c:19]([Cl:22])[cH:20][cH:21]3)[c:12]([Br:15])[n:13][cH:14]2)([CH3:23])[OH:24])[CH2:2][CH2:3]1.[Cs+:29].[Cs+:30].[OH:37][CH2:38][C:39]([F:40])([F:41])[F:42]>>[CH:1]1([C:4]([CH2:5][NH:6][C:7](=[O:8])[c:9]2[n:10][c:11](-[c:16]3[cH:17][cH:18][c:19]([Cl:22])[cH:20][cH:21]3)[c:12]([O:37][CH2:38][C:39]([F:40])([F:41])[F:42])[n:13][cH:14]2)([CH3:23])[OH:24])[CH2:2][CH2:3]1.